From a dataset of the Open Reaction Database (ORD), a public repository of structured organic reaction records. describe an organic reaction: reactants, conditions, products, and yield Reactants: CN1CCN(c2cc(-c3ccc4c(c3)CNCC4)nc(N)n2)CC1, O=C(O)C1CCC1, [Cl-], Cl. The product is CN1CCN(c2cc(-c3ccc4c(c3)CN(C(=O)C3CCC3)CC4)nc(N)n2)CC1. Reaction SMILES: [CH3:9][N:10]1[CH2:11][CH2:12][N:13]([c:16]2[n:17][c:18]([NH2:32])[n:19][c:20](-[c:22]3[cH:23][cH:24][c:25]4[c:30]([cH:31]3)[CH2:29][NH:28][CH2:27][CH2:26]4)[cH:21]2)[CH2:14][CH2:15]1.[CH:2]1([C:6](=[O:7])[OH:8])[CH2:3][CH2:4][CH2:5]1.[Cl-:1].[ClH:33]>>[CH:2]1([C:6](=[O:8])[N:28]2[CH2:27][CH2:26][c:25]3[cH:24][cH:23][c:22](-[c:20]4[n:19][c:18]([NH2:32])[n:17][c:16]([N:13]5[CH2:12][CH2:11][N:10]([CH3:9])[CH2:15][CH2:14]5)[cH:21]4)[cH:31][c:30]3[CH2:29]2)[CH2:3][CH2:4][CH2:5]1. Starting materials: FC1=C(C(=CC=C1F)NC=C(C(=O)OC)C(=O)OC)OCC(C)O (2,3-Difluoro-6-(2,2-dimethoxycarbonylethenyl)amino-[(2-hydroxypropyl)oxy]benzene), C1(=CC=C(C=C1)S(=O)(=O)Cl)C (p-toluenesulfonyl chloride), C(C)(=O)OCC (ethyl acetate). Solvent: N1=CC=CC=C1 (pyridine). Run at temperature 5 celsius, time 3 day. Yields the product FC1=C(C(=CC=C1F)NC=C(C(=O)OC)C(=O)OC)OCC(C)OS(=O)(=O)C1=CC=C(C=C1)C (2,3-Difluoro-6-(2,2-dimethoxycarbonylethenyl)amino-[(2-p-toluenesulfonyloxypropyl)oxy]benzene). Isolated yield 92.2%. RXN SMILES: [F:1][C:2]1[C:7]([F:8])=[CH:6][CH:5]=[C:4]([NH:9][CH:10]=[C:11]([C:16]([O:18][CH3:19])=[O:17])[C:12]([O:14][CH3:15])=[O:13])[C:3]=1[O:20][CH2:21][CH:22]([OH:24])[CH3:23].[C:25]1([CH3:35])[CH:30]=[CH:29][C:28]([S:31](Cl)(=[O:33])=[O:32])=[CH:27][CH:26]=1.C(OCC)(=O)C>N1C=CC=CC=1>[F:1][C:2]1[C:7]([F:8])=[CH:6][CH:5]=[C:4]([NH:9][CH:10]=[C:11]([C:12]([O:14][CH3:15])=[O:13])[C:16]([O:18][CH3:19])=[O:17])[C:3]=1[O:20][CH2:21][CH:22]([O:24][S:31]([C:28]1[CH:29]=[CH:30][C:25]([CH3:35])=[CH:26][CH:27]=1)(=[O:33])=[O:32])[CH3:23]. Procedure details: To a solution of 2.07 g of the compound obtained in Example 6 in 4.2 ml of pyridine was added 1.49 g of p-toluenesulfonyl chloride and the mixture was stirred at an external temperature of 5° C. for 3 days. To the mixture was added ethyl acetate, and the solution was washed successively with 1 N hydrochloric acid, a saturated sodium bicarbonate aqueous solution and water, and then dried over anhydrous magnesium sulfate The solvent was removed under reduced pressure. The residue was purified thro... Starting materials: N#N (N2), oil, [H-].[Na+] (NaH), CC1=CC=2C=3C4=C(C=CC3NC2C=C1)C=CC=C4 (10-methyl-7H-benzo[c]carbazole), S(=O)(=O)(OCC)OCC (Diethyl sulfate), C(C(C(C(C(C=O)O)O)O)O)O.[O-]S(=O)(=O)[O-].[Mg+2] (Magnesol). Run in C(Cl)Cl (CH2Cl2), C1CCOC1 (THF), O (H2O). Conditions: time 30 minute. Yields the product C(C)N1C=2C=CC(=CC2C=2C3=C(C=CC12)C=CC=C3)C (7-ethyl-10-methyl-7H-benzo[c]carbazole). Isolated yield 96.6%. RXN SMILES: N#N.[H-].[Na+].[CH3:5][C:6]1[CH:18]=[CH:17][C:16]2[NH:15][C:14]3[CH:13]=[CH:12][C:11]4[CH:19]=[CH:20][CH:21]=[CH:22][C:10]=4[C:9]=3[C:8]=2[CH:7]=1.S(OCC)(O[CH2:27][CH3:28])(=O)=O.C(O)C(O)C(O)C(O)C(O)C=O.[O-]S([O-])(=O)=O.[Mg+2]>C1COCC1.C(Cl)Cl.O>[CH2:27]([N:15]1[C:14]2[CH:13]=[CH:12][C:11]3[CH:19]=[CH:20][CH:21]=[CH:22][C:10]=3[C:9]=2[C:8]2[CH:7]=[C:6]([CH3:5])[CH:18]=[CH:17][C:16]1=2)[CH3:28] |f:1.2,5.6.7|. Procedure: To a RB flask equipped with magnetic stirring bar, reflux condenser, rubber septum and N2 inlet line was added a 50% oil dispersion of NaH (7.47 g, 0.155 mol). The oil was removed by washing the dispersion with hexane (3×100 mL). Dry THF (100 mL) was added to the flask by cannula to cover the NaH. A solution of 10-methyl-7H-benzo[c]carbazole (Cambridge Chemicals, Inc., 30.0 g, 0.113 mol) in THF (250 mL) was added to the flask by cannula. The mixture was stirred for 30 min at RT. Diethyl sulfate ... Reactants: OC1=C(CO)C=CC=C1 (o-hydroxybenzyl alcohol). Reagents/catalysts: [Pt] (platinum). Yields the product C(C=1C(O)=CC=CC1)=O (salicylaldehyde). Reaction SMILES: [OH:1][C:2]1[CH:9]=[CH:8][CH:7]=[CH:6][C:3]=1[CH2:4][OH:5]>[Pt]>[CH:4](=[O:5])[C:3]1[C:2](=[CH:9][CH:8]=[CH:7][CH:6]=1)[OH:1]. Procedure: DiBella, U.S. Pat. No. 3,673,257, patented June 27, 1972, points out that o-hydroxybenzyl alcohol (saligenin) can be oxidized in the presence of a platinum catalyst to produce salicylaldehyde. However, DiBella states that the reported processes are generally unsatisfactory for use on a commercial scale, because they require the use of large amounts of the catalyst if the necessary reaction rate is to be attained, give low yields of salicylaldehyde, and under certain conditions salicylic acid rat... The reactants are Cc1ccc(S(=O)(=O)N(CCCN2C(=O)c3ccccc3C2=O)CC(F)(F)CCO)cc1, CS(=O)(=O)Cl, ClCCl, c1ccncc1. The product is Cc1ccc(S(=O)(=O)N(CCCN2C(=O)c3ccccc3C2=O)CC(F)(F)CCOS(C)(=O)=O)cc1. Reaction SMILES: [C:1]1(=[O:32])[c:2]2[c:3]([cH:28][cH:29][cH:30][cH:31]2)[C:4](=[O:27])[N:5]1[CH2:6][CH2:7][CH2:8][N:9]([CH2:10][C:11]([CH2:12][CH2:13][OH:14])([F:15])[F:16])[S:17](=[O:18])(=[O:19])[c:20]1[cH:21][cH:22][c:23]([CH3:26])[cH:24][cH:25]1.[CH3:39][S:40]([Cl:41])(=[O:42])=[O:43].[Cl:44][CH2:45][Cl:46].[cH:33]1[cH:34][cH:35][n:36][cH:37][cH:38]1>>[C:1]1(=[O:32])[c:2]2[c:3]([cH:28][cH:29][cH:30][cH:31]2)[C:4](=[O:27])[N:5]1[CH2:6][CH2:7][CH2:8][N:9]([CH2:10][C:11]([CH2:12][CH2:13][O:14][S:40]([CH3:39])(=[O:42])=[O:43])([F:15])[F:16])[S:17](=[O:18])(=[O:19])[c:20]1[cH:21][cH:22][c:23]([CH3:26])[cH:24][cH:25]1. The reactants are [Al+3], CC1(C)CC(C)(C)c2cc(Br)ccc2O1, CC(=O)Cl, [Cl-], [Cl-], [Cl-], ClCCl, Cl. Product: CC(=O)c1cc(Br)cc2c1OC(C)(C)CC2(C)C. As a reaction SMILES: [Al+3:2].[Br:9][c:10]1[cH:11][c:12]2[c:17]([cH:18][cH:19]1)[O:16][C:15]([CH3:20])([CH3:21])[CH2:14][C:13]2([CH3:22])[CH3:23].[CH3:5][C:6]([Cl:7])=[O:8].[Cl-:1].[Cl-:3].[Cl-:4].[Cl:25][CH2:26][Cl:27].[ClH:24]>>[CH3:5][C:6](=[O:8])[c:18]1[c:17]2[c:12]([cH:11][c:10]([Br:9])[cH:19]1)[C:13]([CH3:22])([CH3:23])[CH2:14][C:15]([CH3:20])([CH3:21])[O:16]2. Starting materials: CSC (dimethyl sulphide), O=[O+][O-] (ozone), COC[C@H]1CN(C(O1)=O)C1=NOC2=C1C=CC(=C2)C=C ((R)-5-(methoxymethyl)-3-(6-ethenyl-1,2-benzisoxazol-3-yl)oxazolidin-2-one), O=[O+][O-] (ozone). The solvent is ClCCl (dichloromethane). Reaction conditions: time 3 hour. Yields the product COC[C@H]1CN(C(O1)=O)C1=NOC2=C1C=CC(=C2)C=O ((R)-5-Methoxymethyl-3-(6-formyl-1,2-benzisoxazol-3-yl)oxazolidin-2-one). RXN SMILES: [O:1]=[O+][O-].[CH3:4][O:5][CH2:6][C@@H:7]1[O:11][C:10](=[O:12])[N:9]([C:13]2[C:17]3[CH:18]=[CH:19][C:20]([CH:22]=C)=[CH:21][C:16]=3[O:15][N:14]=2)[CH2:8]1.CSC>ClCCl>[CH3:4][O:5][CH2:6][C@@H:7]1[O:11][C:10](=[O:12])[N:9]([C:13]2[C:17]3[CH:18]=[CH:19][C:20]([CH:22]=[O:1])=[CH:21][C:16]=3[O:15][N:14]=2)[CH2:8]1. Procedure details: A stream of ozone at -40° C. is passed for 2 hours into a solution of 8.0 g (0.029 mol) of (R)-5-(methoxymethyl)-3-(6-ethenyl-1,2-benzisoxazol-3-yl)oxazolidin-2-one in 210 ml of dichloromethane, then the ozone is driven off with a stream of argon, and 10.7 ml (0.15 mol) of dimethyl sulphide are added. The mixture is stirred for 3 hours while allowing the temperature to return to ambient temperature, and then the solvent is evaporated off under reduced pressure. By chromatography of the residue o... Starting materials: Cc1ccccc1, O=CO, Nc1nc(Cl)c(N)c(Cl)n1, O. Yields the product Nc1c(Cl)nc(NC=O)nc1Cl. RXN SMILES: [CH3:14][c:15]1[cH:16][cH:17][cH:18][cH:19][cH:20]1.[CH:11](=[O:12])[OH:13].[NH2:1][c:2]1[n:3][c:4]([Cl:10])[c:5]([NH2:9])[c:6]([Cl:8])[n:7]1.[OH2:21]>>[NH:1]([c:2]1[n:3][c:4]([Cl:10])[c:5]([NH2:9])[c:6]([Cl:8])[n:7]1)[CH:11]=[O:12]. The reactants are C(C1=CC=CC=C1)(=O)N1C(=C(C2=CC=CC=C12)C(=O)OC(C)(C)C)C (tert-butyl 1-benzoyl-2-methyl-1H-indole-3-carboxylate), O.[OH-].[Li+] (lithium hydroxide monohydrate), O1CCCC1 (tetrahydrofuran), CO (methanol). Run in O (water). Run at time 4 hour. Product: C(C1=CC=CC=C1)(=O)N1C(=C(C2=CC=CC=C12)C(=O)O)C (1-benzoyl-2-methyl-1H-indole-3-carboxylic acid). Isolated yield 71.6%. Reaction SMILES: [C:1]([N:9]1[C:17]2[C:12](=[CH:13][CH:14]=[CH:15][CH:16]=2)[C:11]([C:18]([O:20]C(C)(C)C)=[O:19])=[C:10]1[CH3:25])(=[O:8])[C:2]1[CH:7]=[CH:6][CH:5]=[CH:4][CH:3]=1.O.[OH-].[Li+].O1CCCC1.CO>O>[C:1]([N:9]1[C:17]2[C:12](=[CH:13][CH:14]=[CH:15][CH:16]=2)[C:11]([C:18]([OH:20])=[O:19])=[C:10]1[CH3:25])(=[O:8])[C:2]1[CH:3]=[CH:4][CH:5]=[CH:6][CH:7]=1 |f:1.2.3|. Procedure details: A mixture of tert-butyl 1-benzoyl-2-methyl-1H-indole-3-carboxylate (440 mg, 1.3 mmol), lithium hydroxide monohydrate (276 mg, 6.6 mmol), tetrahydrofuran (12 mL), methanol (4 mL) and water (4 mL) was stirred at room temperature for 4 hours. The mixture was concentrated, acidified to pH=2 with concentrated hydrochloric acid and extracted with ethyl acetate (20 mL×3). The organic phase was dried over anhydrous sodium sulfate, filtered and concentrated to give 1-benzoyl-2-methyl-1H-indole-3-carboxyl...